This data is from the Open Reaction Database (ORD), a public repository of structured organic reaction records. The task is: describe an organic reaction: reactants, conditions, products, and yield Reaction conditions: time 30 minute. Procedure: 5.0 mL of trifluoroacetic acid solution containing 75 mg of tert-butyl 2-(benzamido)-4-(indolin-1-yl)benzoate was stirred at room temperature for 1 hour and 30 minutes. The solvent was evaporated under reduced pressure, ethyl acetate and water were added and pH was adjusted to pH 6.5 with a saturated sodium hydrogen carbonate aqueous solution. The organic layer was separated and dried over anhydrous magnesium sulfate after washed with water and a saturated sodium chloride aqueous solution sequen... Reaction SMILES: FC(F)(F)C(O)=O.[C:8]([NH:16][C:17]1[CH:29]=[C:28]([N:30]2[C:38]3[C:33](=[CH:34][CH:35]=[CH:36][CH:37]=3)[CH2:32][CH2:31]2)[CH:27]=[CH:26][C:18]=1[C:19]([O:21]C(C)(C)C)=[O:20])(=[O:15])[C:9]1[CH:14]=[CH:13][CH:12]=[CH:11][CH:10]=1>>[C:8]([NH:16][C:17]1[CH:29]=[C:28]([N:30]2[C:38]3[C:33](=[CH:34][CH:35]=[CH:36][CH:37]=3)[CH2:32][CH2:31]2)[CH:27]=[CH:26][C:18]=1[C:19]([OH:21])=[O:20])(=[O:15])[C:9]1[CH:14]=[CH:13][CH:12]=[CH:11][CH:10]=1. Reactants: FC(C(=O)O)(F)F (trifluoroacetic acid), C(C1=CC=CC=C1)(=O)NC1=C(C(=O)OC(C)(C)C)C=CC(=C1)N1CCC2=CC=CC=C12 (tert-butyl 2-(benzamido)-4-(indolin-1-yl)benzoate). The product is C(C1=CC=CC=C1)(=O)NC1=C(C(=O)O)C=CC(=C1)N1CCC2=CC=CC=C12 (2-(benzamido)-4-(indolin-1-yl)benzoic acid). The yield is 78.6%. Reactants: CC(C)c1cc(Cl)nc(C(C)C)c1[N+](=O)[O-], [H][H], C1CCOC1. The product is CC(C)c1cc(Cl)nc(C(C)C)c1N. RXN SMILES: [Cl:1][c:2]1[cH:3][c:4]([CH:14]([CH3:15])[CH3:16])[c:5]([N+:11]([O-:12])=[O:13])[c:6]([CH:8]([CH3:9])[CH3:10])[n:7]1.[H:17][H:18].[O:19]1[CH2:20][CH2:21][CH2:22][CH2:23]1>>[Cl:1][c:2]1[cH:3][c:4]([CH:14]([CH3:15])[CH3:16])[c:5]([NH2:11])[c:6]([CH:8]([CH3:9])[CH3:10])[n:7]1. The reactants are powder, ClC=1C(=C2CCCCN2C1C=1C(=NC=CC1)F)C#N (2-chloro-3-(2-fluoro-3-pyridyl)-5,6,7,8-tetrahydroindolizine-1-carbonitrile), S(O)(O)(=O)=O (sulphuric acid). The product is ClC=1C(=C2CCCCN2C1C=1C(=NC=CC1)F)C(=O)N (2-chloro-3-(2-fluoro-3-pyridyl)-5,6,7,8-tetrahydroindolizine-1-carboxamide). RXN SMILES: [Cl:1][C:2]1[C:3]([C:18]#[N:19])=[C:4]2[N:9]([C:10]=1[C:11]1[C:12]([F:17])=[N:13][CH:14]=[CH:15][CH:16]=1)[CH2:8][CH2:7][CH2:6][CH2:5]2.S(=O)(=O)(O)[OH:21]>>[Cl:1][C:2]1[C:3]([C:18]([NH2:19])=[O:21])=[C:4]2[N:9]([C:10]=1[C:11]1[C:12]([F:17])=[N:13][CH:14]=[CH:15][CH:16]=1)[CH2:8][CH2:7][CH2:6][CH2:5]2. Procedure details: 2-Chloro-3-(2-fluoro-3-pyridyl)-5,6,7,8-tetrahydroindolizine-1-carboxamide is prepared according to the method described in Example 10, from 1.8 g of 2-chloro-3-(2-fluoro-3-pyridyl)-5,6,7,8-tetrahydroindolizine-1-carbonitrile and 30 cm3 of 60% sulphuric acid. 1.3 g of 2-chloro-3-(2-fluoro-3-pyridyl)-5,6,7,8-tetrahydroindolizine-1-carboxamide is thus obtained in the form of a white powder melting at 191° C. The reactants are COC(=O)C=Cc1ccc(C(F)(F)F)nc1Sc1ccccc1, [Li+], [OH-]. Product: O=C(O)C=Cc1ccc(C(F)(F)F)nc1Sc1ccccc1. RXN SMILES: [CH3:1][O:2][C:3]([CH:4]=[CH:5][c:6]1[c:7]([S:16][c:17]2[cH:18][cH:19][cH:20][cH:21][cH:22]2)[n:8][c:9]([C:12]([F:13])([F:14])[F:15])[cH:10][cH:11]1)=[O:23].[Li+:25].[OH-:24]>>[O:2]=[C:3]([CH:4]=[CH:5][c:6]1[c:7]([S:16][c:17]2[cH:18][cH:19][cH:20][cH:21][cH:22]2)[n:8][c:9]([C:12]([F:13])([F:14])[F:15])[cH:10][cH:11]1)[OH:23]. Starting materials: COC(=O)N1CC=CC1, CN(C)C=O, CCN(C(C)C)C(C)C, [Cl-], COC(=O)c1ccc(OS(=O)(=O)C(F)(F)F)cc1, [Li+], c1coc(P(c2ccco2)c2ccco2)c1. Yields the product COC(=O)c1ccc(C2CCN(C(=O)OC)C2)cc1. Reaction SMILES: [CH3:19][O:20][C:21](=[O:22])[N:23]1[CH2:24][CH:25]=[CH:26][CH2:27]1.[CH3:55][N:56]([CH3:57])[CH:58]=[O:59].[CH:46]([N:47]([CH:48]([CH3:49])[CH3:50])[CH2:51][CH3:52])([CH3:53])[CH3:54].[Cl-:29].[F:1][C:2]([F:3])([F:4])[S:5]([O:6][c:7]1[cH:8][cH:9][c:10]([C:11](=[O:12])[O:13][CH3:14])[cH:15][cH:16]1)(=[O:17])=[O:18].[Li+:28].[o:30]1[cH:31][cH:32][cH:33][c:34]1[P:35]([c:36]1[o:37][cH:38][cH:39][cH:40]1)[c:41]1[o:42][cH:43][cH:44][cH:45]1>>[c:7]1([CH:25]2[CH2:24][N:23]([C:21]([O:20][CH3:19])=[O:22])[CH2:27][CH2:26]2)[cH:8][cH:9][c:10]([C:11](=[O:12])[O:13][CH3:14])[cH:15][cH:16]1.